Dataset: the Open Reaction Database (ORD), a public repository of structured organic reaction records. Task: describe an organic reaction: reactants, conditions, products, and yield Starting materials: ClCCNC(=O)N(C1[C@H](O)[C@@H](O)[C@@H](O)CO1)CC(C)OC (1-(2-chloroethyl)-3-(2-methoxy-n-propyl)-3-(L-arabinopyranosyl)urea), [N+](=O)([N+](=O)[O-])[O-] (nitrogen tetroxide). Yields the product ClCCN(C(=O)N(C1[C@H](O)[C@@H](O)[C@@H](O)CO1)CC(C)OC)N=O (1-(2-chloroethyl)-1-nitroso-3-(2-methoxy-n-propyl)-3-(L-arabinopyranosyl)urea). Isolated yield 69.6%. As a reaction SMILES: [Cl:1][CH2:2][CH2:3][NH:4][C:5]([N:7]([CH2:17][CH:18]([O:20][CH3:21])[CH3:19])[CH:8]1[O:16][CH2:15][C@H:13]([OH:14])[C@H:11]([OH:12])[C@H:9]1[OH:10])=[O:6].[N+:22]([O-])([N+]([O-])=O)=[O:23]>>[Cl:1][CH2:2][CH2:3][N:4]([N:22]=[O:23])[C:5]([N:7]([CH2:17][CH:18]([O:20][CH3:21])[CH3:19])[CH:8]1[O:16][CH2:15][C@H:13]([OH:14])[C@H:11]([OH:12])[C@H:9]1[OH:10])=[O:6]. Procedure details: 3.3 g of 1-(2-chloroethyl)-3-(2-methoxy-n-propyl)-3-(L-arabinopyranosyl)urea and 5 g of nitrogen tetroxide gas are treated in the same manner as described in Example 10-(2). 2.5 g of 1-(2-chloroethyl)-1-nitroso-3-(2-methoxy-n-propyl)-3-(L-arabinopyranosyl)urea are thereby obtained as yellow powder. The reactants are CC(C)(C)OC(=O)N(CCF)Cc1ccc(Cl)c(CO)c1, CC#N, O=[Mn]=O. The product is CC(C)(C)OC(=O)N(CCF)Cc1ccc(Cl)c(C=O)c1. As a reaction SMILES: [C:1]([CH3:2])([CH3:3])([CH3:4])[O:5][C:6]([N:7]([CH2:8][CH2:9][F:10])[CH2:11][c:12]1[cH:13][c:14]([CH2:19][OH:20])[c:15]([Cl:18])[cH:16][cH:17]1)=[O:21].[CH3:22][C:23]#[N:24].[O:25]=[Mn:26]=[O:27]>>[C:1]([CH3:2])([CH3:3])([CH3:4])[O:5][C:6]([N:7]([CH2:8][CH2:9][F:10])[CH2:11][c:12]1[cH:13][c:14]([CH:19]=[O:20])[c:15]([Cl:18])[cH:16][cH:17]1)=[O:21]. The reactants are Cc1cc(Br)c2ccccc2c1, CCCC(c1ccc(C(=O)NCCC(=O)OCC)cc1)C(O)c1ccc(Cl)cc1, O=C(O)C(F)(F)F. The product is CCCC(c1ccc(C(=O)NCCC(=O)OCC)cc1)C(c1ccc(Cl)cc1)c1cccc2c(Br)cc(C)cc12. Reaction SMILES: [Br:30][c:31]1[cH:32][c:33]([CH3:41])[cH:34][c:35]2[cH:36][cH:37][cH:38][cH:39][c:40]12.[Cl:1][c:2]1[cH:3][cH:4][c:5]([CH:8]([CH:9]([CH2:10][CH2:11][CH3:12])[c:13]2[cH:14][cH:15][c:16]([C:17](=[O:18])[NH:19][CH2:20][CH2:21][C:22](=[O:23])[O:24][CH2:25][CH3:26])[cH:27][cH:28]2)[OH:29])[cH:6][cH:7]1.[OH:42][C:43]([C:44]([F:45])([F:46])[F:47])=[O:48]>>[Cl:1][c:2]1[cH:3][cH:4][c:5]([CH:8]([CH:9]([CH2:10][CH2:11][CH3:12])[c:13]2[cH:14][cH:15][c:16]([C:17](=[O:18])[NH:19][CH2:20][CH2:21][C:22](=[O:23])[O:24][CH2:25][CH3:26])[cH:27][cH:28]2)[c:36]2[c:35]3[cH:34][c:33]([CH3:41])[cH:32][c:31]([Br:30])[c:40]3[cH:39][cH:38][cH:37]2)[cH:6][cH:7]1. The reactants are CCOC(C)=O, COC(=O)c1ccc(C2CCOC2)c(-c2cccc(Cl)c2)n1, CO, [Li+], [OH-], O. The product is O=C(O)c1ccc(C2CCOC2)c(-c2cccc(Cl)c2)n1. As a reaction SMILES: [C:26]([O:27][CH2:28][CH3:29])(=[O:30])[CH3:31].[CH3:1][O:2][C:3](=[O:4])[c:5]1[n:6][c:7](-[c:16]2[cH:17][c:18]([Cl:22])[cH:19][cH:20][cH:21]2)[c:8]([CH:11]2[CH2:12][O:13][CH2:14][CH2:15]2)[cH:9][cH:10]1.[CH3:32][OH:33].[Li+:25].[OH-:24].[OH2:23]>>[O:2]=[C:3]([OH:4])[c:5]1[n:6][c:7](-[c:16]2[cH:17][c:18]([Cl:22])[cH:19][cH:20][cH:21]2)[c:8]([CH:11]2[CH2:12][O:13][CH2:14][CH2:15]2)[cH:9][cH:10]1. Reactants: CCCCCC(=O)O, CC=C(C)C(=O)OCC, CCCCCCCC(C)CCO, [Cl-]. Product: CCCCCCCCC(C)CCO. RXN SMILES: [C:14]([OH:15])(=[O:16])[CH2:17][CH2:18][CH2:19][CH2:20][CH3:21].[CH2:22]([O:23][C:24](=[O:25])[C:26]([CH3:27])=[CH:28][CH3:29])[CH3:30].[CH3:1][CH:2]([CH2:3][CH2:4][OH:5])[CH2:6][CH2:7][CH2:8][CH2:9][CH2:10][CH2:11][CH3:12].[Cl-:13]>>[CH3:1][CH:2]([CH2:3][CH2:4][OH:5])[CH2:6][CH2:7][CH2:8][CH2:9][CH2:10][CH2:11][CH2:12][CH3:14].